This data is from the Open Reaction Database (ORD), a public repository of structured organic reaction records. The task is: describe an organic reaction: reactants, conditions, products, and yield The reactants are CCOC(C)=O, Cc1ccccc1, Cl, O, CCOC(=O)c1ccncn1. Product: CCOC(=O)CC(=O)c1ccncn1. Reaction SMILES: [CH3:12][CH2:13][O:14][C:15]([CH3:16])=[O:17].[CH3:20][c:21]1[cH:22][cH:23][cH:24][cH:25][cH:26]1.[ClH:19].[OH2:18].[n:1]1[cH:2][n:3][c:4]([C:7]([O:9][CH2:8][CH3:10])=[O:11])[cH:5][cH:6]1>>[n:1]1[cH:2][n:3][c:4]([C:7](=[O:9])[CH2:16][C:15]([O:14][CH2:13][CH3:12])=[O:17])[cH:5][cH:6]1. Reactants: N1(CCCCC1)C1CCN(CC1)CC=1C(=NC2=CC=C(C=C2C1C(=O)O)S(=O)(=O)C)C1=CC(=CC=C1)C(F)(F)F (3-(1,4′-bipiperidin-1′-ylmethyl)-6-(methylsulfonyl)-2-[3-(trifluoromethyl)phenyl]-4-quinolinecarboxylic acid), FC([C@H](N)C1=CC=CC=C1)(F)F ((1R)-2,2,2-trifluoro-1-phenylethanamine), C(CCl)Cl (EDC), C=1C=CC2=C(C1)N=NN2O (HOBT), C(C)(C)N(C(C)C)CC (N,N-diisopropylethylamine). Solvent: CN(C=O)C (N,N-dimethylformamide), O1CCCC1 (tetrahydrofuran). Run at temperature 50 celsius, time 8 hour. Yields the product N1(CCCCC1)C1CCN(CC1)CC=1C(=NC2=CC=C(C=C2C1C(=O)N[C@@H](C(F)(F)F)C1=CC=CC=C1)S(=O)(=O)C)C1=CC(=CC=C1)C(F)(F)F (3-(1,4′-bipiperidin-1′-ylmethyl)-6-(methylsulfonyl)-2-[3-(trifluoromethyl)phenyl]-N-[(1R)-2,2,2-trifluoro-1-phenylethyl]-4-quinolinecarboxamide). Yield: 31.4%. RXN SMILES: [N:1]1([CH:7]2[CH2:12][CH2:11][N:10]([CH2:13][C:14]3[C:15]([C:31]4[CH:36]=[CH:35][CH:34]=[C:33]([C:37]([F:40])([F:39])[F:38])[CH:32]=4)=[N:16][C:17]4[C:22]([C:23]=3[C:24](O)=[O:25])=[CH:21][C:20]([S:27]([CH3:30])(=[O:29])=[O:28])=[CH:19][CH:18]=4)[CH2:9][CH2:8]2)[CH2:6][CH2:5][CH2:4][CH2:3][CH2:2]1.[F:41][C:42]([F:52])([F:51])[C@@H:43]([C:45]1[CH:50]=[CH:49][CH:48]=[CH:47][CH:46]=1)[NH2:44].C(Cl)CCl.C1C=CC2N(O)N=NC=2C=1.C(N(CC)C(C)C)(C)C>CN(C)C=O.O1CCCC1>[N:1]1([CH:7]2[CH2:8][CH2:9][N:10]([CH2:13][C:14]3[C:15]([C:31]4[CH:36]=[CH:35][CH:34]=[C:33]([C:37]([F:38])([F:39])[F:40])[CH:32]=4)=[N:16][C:17]4[C:22]([C:23]=3[C:24]([NH:44][C@H:43]([C:45]3[CH:50]=[CH:49][CH:48]=[CH:47][CH:46]=3)[C:42]([F:51])([F:52])[F:41])=[O:25])=[CH:21][C:20]([S:27]([CH3:30])(=[O:28])=[O:29])=[CH:19][CH:18]=4)[CH2:11][CH2:12]2)[CH2:6][CH2:5][CH2:4][CH2:3][CH2:2]1. Procedure details: A mixture of 3-(1,4′-bipiperidin-1′-ylmethyl)-6-(methylsulfonyl)-2-[3-(trifluoromethyl)phenyl]-4-quinolinecarboxylic acid (0.100 g, 0.174 mmol), (1R)-2,2,2-trifluoro-1-phenylethanamine (0.046 g, 0.261 mmol), EDC (133 mg, 0.695 mmol), HOBT (26.6 mg, 0.174 mmol), and N,N-diisopropylethylamine (0.303 mL, 1.737 mmol) in N,N-dimethylformamide (2 mL) and tetrahydrofuran (2 mL) was stirred at 50° C. overnight. The solvent was removed in vacuo. The residue was dissolved in DMSO and purified via HPLC (Wa... Product: COC(C)COC(=O)Nc1ccc(C2=NNC(=O)CC2C)cc1. Reactants: COC(C)COC(=O)Cl, CC1CC(=O)NN=C1c1ccc(N)cc1, C1CCOC1. As a reaction SMILES: [Cl:16][C:17](=[O:18])[O:19][CH2:20][CH:21]([CH3:22])[O:23][CH3:24].[NH2:1][c:2]1[cH:3][cH:4][c:5]([C:8]2=[N:13][NH:12][C:11](=[O:14])[CH2:10][CH:9]2[CH3:15])[cH:6][cH:7]1.[O:25]1[CH2:26][CH2:27][CH2:28][CH2:29]1>>[NH:1]([c:2]1[cH:3][cH:4][c:5]([C:8]2=[N:13][NH:12][C:11](=[O:14])[CH2:10][CH:9]2[CH3:15])[cH:6][cH:7]1)[C:17](=[O:18])[O:19][CH2:20][CH:21]([CH3:22])[O:23][CH3:24]. Reactants: C1(CC1)C1=CC(=C(C(=O)OC)C=C1B1OC(C(O1)(C)C)(C)C)O (methyl 4-cyclopropyl-2-hydroxy-5-(4,4,5,5-tetramethyl-1,3,2-dioxaborolan-2-yl)benzoate), COCCOC (DME), BrCC1=CC=C(C=C1)N1N=CC=C1 (1-(4-(bromomethyl)phenyl)-1H-pyrazole), C([O-])([O-])=O.[Na+].[Na+] (sodium carbonate). The reagents and catalysts are C=1C=CC(=CC1)[P](C=2C=CC=CC2)(C=3C=CC=CC3)[Pd]([P](C=4C=CC=CC4)(C=5C=CC=CC5)C=6C=CC=CC6)([P](C=7C=CC=CC7)(C=8C=CC=CC8)C=9C=CC=CC9)[P](C=1C=CC=CC1)(C=1C=CC=CC1)C=1C=CC=CC1 (tetrakis(triphenylphosphine)palladium(0)). Solvent: C(C)(=O)OCC (ethyl acetate), O (water), O (water). Conditions: temperature 80 celsius, time 8 hour. Product: N1(N=CC=C1)C1=CC=C(CC=2C(=CC(=C(C(=O)OC)C2)O)C2CC2)C=C1 (methyl 5-(4-(1H-pyrazol-1-yl)benzyl)-4-cyclopropyl-2-hydroxybenzoate). The yield is 66.0%. As a reaction SMILES: [CH:1]1([C:4]2[C:13](B3OC(C)(C)C(C)(C)O3)=[CH:12][C:7]([C:8]([O:10][CH3:11])=[O:9])=[C:6]([OH:23])[CH:5]=2)[CH2:3][CH2:2]1.COCCOC.Br[CH2:31][C:32]1[CH:37]=[CH:36][C:35]([N:38]2[CH:42]=[CH:41][CH:40]=[N:39]2)=[CH:34][CH:33]=1.C(=O)([O-])[O-].[Na+].[Na+]>C1C=CC([P]([Pd]([P](C2C=CC=CC=2)(C2C=CC=CC=2)C2C=CC=CC=2)([P](C2C=CC=CC=2)(C2C=CC=CC=2)C2C=CC=CC=2)[P](C2C=CC=CC=2)(C2C=CC=CC=2)C2C=CC=CC=2)(C2C=CC=CC=2)C2C=CC=CC=2)=CC=1.C(OCC)(=O)C.O>[N:38]1([C:35]2[CH:36]=[CH:37][C:32]([CH2:31][C:13]3[C:4]([CH:1]4[CH2:2][CH2:3]4)=[CH:5][C:6]([OH:23])=[C:7]([CH:12]=3)[C:8]([O:10][CH3:11])=[O:9])=[CH:33][CH:34]=2)[CH:42]=[CH:41][CH:40]=[N:39]1 |f:3.4.5,^1:52,54,73,92|. Reported procedure: To a solution of methyl 4-cyclopropyl-2-hydroxy-5-(4,4,5,5-tetramethyl-1,3,2-dioxaborolan-2-yl)benzoate (0.36 g) in a mixed solvent of DME (5.70 mL)-water (1.90 mL) were added 1-(4-(bromomethyl)phenyl)-1H-pyrazole (0.27 g), tetrakis(triphenylphosphine)palladium(0) (0.07 g) and sodium carbonate (0.24 g), and the mixture was stirred overnight at 80° C. under argon atmosphere. The reaction mixture was allowed to be cooled to room temperature, water and ethyl acetate were added thereto, and the mixt...